Dataset: the Open Reaction Database (ORD), a public repository of structured organic reaction records. Task: describe an organic reaction: reactants, conditions, products, and yield Reactants: [Se](=O)=O (selenium dioxide), FC1=CC=C(C=C1)CC(=O)C1=CC=NC=C1 (1-(4-fluorophenyl)-2-(4-pyridyl)-2-ethanone). Run in O (H2O), O1CCOCC1 (dioxane). Product: FC1=CC=C(C=C1)C(C(=O)C1=CC=NC=C1)=O (1-(4-fluorophenyl)-2-(4-pyridyl)-1,2-ethandione). Reaction SMILES: [Se](=O)=[O:2].[F:4][C:5]1[CH:10]=[CH:9][C:8]([CH2:11][C:12]([C:14]2[CH:19]=[CH:18][N:17]=[CH:16][CH:15]=2)=[O:13])=[CH:7][CH:6]=1>O.O1CCOCC1>[F:4][C:5]1[CH:10]=[CH:9][C:8]([C:11](=[O:2])[C:12]([C:14]2[CH:19]=[CH:18][N:17]=[CH:16][CH:15]=2)=[O:13])=[CH:7][CH:6]=1. Procedure: A solution of selenium dioxide (4.82 g, 43.4 mmol) in H2O (20 mL) was added to a solution of 1-(4-fluorophenyl)-2-(4-pyridyl)-2-ethanone (9.33 g, 43.4 mmol) in dioxane (100 mL) and the resulting mixture was heated at reflux for 2 h. This mixture was concentrated in vacuo, triturated with ethyl acetate and filtered. The residue was purified by column chromatography using ethyl acetate/hexane (1:1) as an eluent to give 1-(4-fluorophenyl)-2-(4-pyridyl)-1,2-ethandione. A mixture of ammonium acetate ...